This data is from the Open Reaction Database (ORD), a public repository of structured organic reaction records. The task is: describe an organic reaction: reactants, conditions, products, and yield The reactants are Cc1ccc(N)cc1, Cc1ccccc1S(=O)(=O)Cl. Product: Cc1ccc(NS(=O)(=O)c2ccccc2C)cc1. RXN SMILES: [CH3:1][c:2]1[cH:3][cH:4][c:5]([NH2:6])[cH:7][cH:8]1.[CH3:9][c:10]1[c:11]([S:16](=[O:17])(=[O:18])[Cl:19])[cH:12][cH:13][cH:14][cH:15]1>>[CH3:1][c:2]1[cH:3][cH:4][c:5]([NH:6][S:16]([c:11]2[c:10]([CH3:9])[cH:15][cH:14][cH:13][cH:12]2)(=[O:17])=[O:18])[cH:7][cH:8]1. Reactants: [H-].[Al+3].[Li+].[H-].[H-].[H-] (lithium aluminum hydride), C(C1=CC=CC=C1)OC1=C(C(=CC=C1)C=C[N+](=O)[O-])OC (1-Benzyloxy-2-methoxy-3-(2-nitro-vinyl)-benzene), O (water), [OH-].[Na+] (NaOH), O (water). The solvent is C1CCOC1 (THF). Reaction conditions: temperature 0 celsius, time 2 hour. Product: C(C1=CC=CC=C1)OC=1C(=C(C=CC1)CCN)OC (2-(3-Benzyloxy-2-methoxy-phenyl)-ethylamine). As a reaction SMILES: [H-].[Al+3].[Li+].[H-].[H-].[H-].[CH2:7]([O:14][C:15]1[CH:20]=[CH:19][CH:18]=[C:17]([CH:21]=[CH:22][N+:23]([O-])=O)[C:16]=1[O:26][CH3:27])[C:8]1[CH:13]=[CH:12][CH:11]=[CH:10][CH:9]=1.O.[OH-].[Na+]>C1COCC1>[CH2:7]([O:14][C:15]1[C:16]([O:26][CH3:27])=[C:17]([CH2:21][CH2:22][NH2:23])[CH:18]=[CH:19][CH:20]=1)[C:8]1[CH:9]=[CH:10][CH:11]=[CH:12][CH:13]=1 |f:0.1.2.3.4.5,8.9|. Procedure details: To 13.6 mL (32.6 mmol) lithium aluminum hydride solution (2.4 M in THF) are added dropwise 4.20 g (14.8 mmol) 1-benzyloxy-2-methoxy-3-(2-nitro-vinyl)-benzene (example X) in 20 mL THF at 0° C. After stirring at 0° C. for 2 h the reaction mixture is quenched by the addition of 0.59 mL (33 mmol) water, 8.20 mL (32.6 mmol) aq. NaOH solution (c=4 mol/L) and 1.80 mL (97.9 mmol) water. The resulting mixture is stirred for 20 min and filtered over celite/Na2SO4. The filtrate is concentrated by evaporati... Product: CSc1ccccc1-c1cc2[nH]c3ccc(O)cc3c2c2c1C(=O)NC2=O. Reactants: CSc1ccccc1B(O)O, O=C1NC(=O)c2c1c(I)cc1[nH]c3ccc(O)cc3c21. As a reaction SMILES: [CH3:21][S:22][c:23]1[c:24]([B:29]([OH:30])[OH:31])[cH:25][cH:26][cH:27][cH:28]1.[OH:1][c:2]1[cH:3][c:4]2[c:5]3[c:6]4[c:7]([c:8]([I:15])[cH:9][c:10]3[nH:11][c:12]2[cH:13][cH:14]1)[C:16](=[O:20])[NH:17][C:18]4=[O:19]>>[OH:1][c:2]1[cH:3][c:4]2[c:5]3[c:6]4[c:7]([c:8](-[c:24]5[c:23]([S:22][CH3:21])[cH:28][cH:27][cH:26][cH:25]5)[cH:9][c:10]3[nH:11][c:12]2[cH:13][cH:14]1)[C:16](=[O:20])[NH:17][C:18]4=[O:19]. Reactants: C(C1=CC=CC=C1)OC1CCC(CC1)C(C1CC(=C(C1=O)C1=C(C=C(C=C1C)C)C)OC)O (5-[(4-benzyloxy-cyclohexyl)-hydroxy-methyl]-3-methoxy-2-(2,4,6-trimethyl-phenyl)-cyclopent-2-enone), Cl (hydrochloric acid). Solvent: O (water), CC(=O)C (acetone). Reaction conditions: temperature 120 celsius. Yields the product COC1CCC(CC1)\C=C/1\C(C(C(C1)=O)C1=C(C=C(C=C1C)C)C)=O (4-[1-(4-Methoxy-cyclohexyl)-meth-(E)-ylidene]-2-(2,4,6-trimethyl-phenyl)-cyclopentane-1,3-dione). Isolated yield 23.5%. RXN SMILES: [CH2:1]([O:8][CH:9]1[CH2:14][CH2:13][CH:12]([CH:15](O)[CH:16]2[C:20](=[O:21])[C:19]([C:22]3[C:27]([CH3:28])=[CH:26][C:25]([CH3:29])=[CH:24][C:23]=3[CH3:30])=[C:18]([O:31]C)[CH2:17]2)[CH2:11][CH2:10]1)C1C=CC=CC=1.Cl>CC(C)=O.O>[CH3:1][O:8][CH:9]1[CH2:14][CH2:13][CH:12](/[CH:15]=[C:16]2/[C:20](=[O:21])[CH:19]([C:22]3[C:27]([CH3:28])=[CH:26][C:25]([CH3:29])=[CH:24][C:23]=3[CH3:30])[C:18](=[O:31])[CH2:17]/2)[CH2:11][CH2:10]1. Reported procedure: To a solution of 5-[(4-benzyloxy-cyclohexyl)-hydroxy-methyl]-3-methoxy-2-(2,4,6-trimethyl-phenyl)-cyclopent-2-enone (1.5 g, 4.0 mmol) in acetone (3 ml) is added 2N aqueous hydrochloric acid (3 ml) and the mixture heated for 1 hour at 120° C. by microwave irradiation. The reaction mixtures is then diluted with water (20 ml) and extracted with ethyl acetate (3×15 ml). The combined organic extracts are dried over magnesium sulfate, filtered and evaporated under reduced pressure to give a brown gum.... The reactants are C1CCOC1, CCO, CCOC(=O)c1cc(Cl)ccc1-c1ccc2ncccc2c1, O. Yields the product O=C(O)c1cc(Cl)ccc1-c1ccc2ncccc2c1. Reaction SMILES: [CH2:23]1[O:24][CH2:25][CH2:26][CH2:27]1.[CH3:28][CH2:29][OH:30].[Cl:1][c:2]1[cH:3][cH:4][c:5](-[c:13]2[cH:14][c:15]3[cH:16][cH:17][cH:18][n:19][c:20]3[cH:21][cH:22]2)[c:6]([C:7](=[O:8])[O:9][CH2:10][CH3:11])[cH:12]1.[OH2:31]>>[Cl:1][c:2]1[cH:3][cH:4][c:5](-[c:13]2[cH:14][c:15]3[cH:16][cH:17][cH:18][n:19][c:20]3[cH:21][cH:22]2)[c:6]([C:7](=[O:8])[OH:9])[cH:12]1. Reactants: [BH4-], CC(C)C(=O)OC1CC2CCC3C4CC(N5CCCCC5)C(=O)C4(C)CCC3C2(C)CC1N1CCCCC1, ClCCl, CO, [Na+], O. Product: CC(C)C(=O)OC1CC2CCC3C(CCC4(C)C(O)C(N5CCCCC5)CC34)C2(C)CC1N1CCCCC1. As a reaction SMILES: [BH4-:1].[C:3]([CH:4]([CH3:5])[CH3:6])(=[O:7])[O:8][CH:9]1[CH2:10][CH:11]2[CH2:12][CH2:13][CH:14]3[CH:15]4[CH2:16][CH:17]([N:35]5[CH2:36][CH2:37][CH2:38][CH2:39][CH2:40]5)[C:18](=[O:34])[C:19]4([CH3:20])[CH2:21][CH2:22][CH:23]3[C:24]2([CH3:33])[CH2:25][CH:26]1[N:27]1[CH2:28][CH2:29][CH2:30][CH2:31][CH2:32]1.[CH2:42]([Cl:43])[Cl:44].[CH3:45][OH:46].[Na+:2].[OH2:41]>>[C:3]([CH:4]([CH3:5])[CH3:6])(=[O:7])[O:8][CH:9]1[CH2:10][CH:11]2[CH2:12][CH2:13][CH:14]3[CH:15]4[CH2:16][CH:17]([N:35]5[CH2:36][CH2:37][CH2:38][CH2:39][CH2:40]5)[CH:18]([OH:34])[C:19]4([CH3:20])[CH2:21][CH2:22][CH:23]3[C:24]2([CH3:33])[CH2:25][CH:26]1[N:27]1[CH2:28][CH2:29][CH2:30][CH2:31][CH2:32]1. Starting materials: CSC=1NC(C2=C(N1)SC=C2)=O (2-Methylsulfanyl-3H-thieno[2,3-d]pyrimidin-4-one), O=P(Cl)(Cl)Cl (POCl3). Reaction conditions: temperature 0 celsius, time 1 hour. Product: ClC=1C2=C(N=C(N1)SC)SC=C2 (4—Chloro-2-methylsulfanyl-thieno[2,3-d]pyrimidine). As a reaction SMILES: [CH3:1][S:2][C:3]1[NH:4][C:5](=O)[C:6]2[CH:11]=[CH:10][S:9][C:7]=2[N:8]=1.O=P(Cl)(Cl)[Cl:15]>>[Cl:15][C:5]1[C:6]2[CH:11]=[CH:10][S:9][C:7]=2[N:8]=[C:3]([S:2][CH3:1])[N:4]=1. Procedure: 2-Methylsulfanyl-3H-thieno[2,3-d]pyrimidin-4-one (12 g, 60.5 mmol) was combined with POCl3 (56 mL), and the resulting mixture was heated to reflux for about 1 hour. The reaction mixture was concentrated under reduced pressure at 50° C. The residue was diluted with ethyl acetate (700 mL) at 0° C. Saturated sodium bicarbonate solution (600 mL) was added slowly. The resulting mixture was stirred vigorously at 0° C. for one hour and the layers were separated. Saturated sodium bicarbonate solution (6...